From a dataset of the Open Reaction Database (ORD), a public repository of structured organic reaction records. describe an organic reaction: reactants, conditions, products, and yield Starting materials: C(C)(C)(C)OC(=O)N1CCC(CC1)C1=C(SC=C1)C(=O)OC (4-(2-methoxycarbonylthiophen-3-yl)piperidine-1-carboxylic acid t-butyl ester), CO (MeOH). Run in C1CCOC1 (THF). Product: C(C)(C)(C)OC(=O)N1CCC(CC1)C1=C(SC=C1)CO (4-(2-Hydroxymethylthiophen-3-yl)piperidine-1-carboxylic Acid t-Butyl Ester). The yield is 68.2%. Reaction SMILES: [C:1]([O:5][C:6]([N:8]1[CH2:13][CH2:12][CH:11]([C:14]2[CH:18]=[CH:17][S:16][C:15]=2[C:19](OC)=[O:20])[CH2:10][CH2:9]1)=[O:7])([CH3:4])([CH3:3])[CH3:2].CO>C1COCC1>[C:1]([O:5][C:6]([N:8]1[CH2:13][CH2:12][CH:11]([C:14]2[CH:18]=[CH:17][S:16][C:15]=2[CH2:19][OH:20])[CH2:10][CH2:9]1)=[O:7])([CH3:4])([CH3:2])[CH3:3]. Procedure: A solution of 4-(2-methoxycarbonylthiophen-3-yl)piperidine-1-carboxylic acid t-butyl ester (2.4 g, 7.4 mmol, 1.0 eq.) in THF (20 mL) was degassed and purged with nitrogen (2×). Borane dimethyl sulfide complex (35 mL, 70 mmol, 110.8 eq.) was added at room temperature and the mixture was heated to reflux overnight. The mixture was allowed to cool to room temperature and MeOH (20 mL) was slowly added. The mixture was then concentrated under vacuum. The addition of MeOH (20 mL) and concentrating was...